From a dataset of the Open Reaction Database (ORD), a public repository of structured organic reaction records. describe an organic reaction: reactants, conditions, products, and yield Starting materials: [BH4-], C1CCOC1, CCO, [Ca+2], [Cl-], [Cl-], COC(=O)c1cc(S(N)(=O)=O)c(Cl)cc1F, [Na+]. Product: NS(=O)(=O)c1cc(CO)c(F)cc1Cl. Reaction SMILES: [BH4-:20].[CH2:22]1[O:23][CH2:24][CH2:25][CH2:26]1.[CH3:27][CH2:28][OH:29].[Ca+2:18].[Cl-:17].[Cl-:19].[NH2:1][S:2](=[O:3])(=[O:4])[c:5]1[c:6]([Cl:16])[cH:7][c:8]([F:15])[c:9]([C:10](=[O:11])[O:12][CH3:13])[cH:14]1.[Na+:21]>>[NH2:1][S:2](=[O:3])(=[O:4])[c:5]1[c:6]([Cl:16])[cH:7][c:8]([F:15])[c:9]([CH2:10][OH:11])[cH:14]1. Yields the product COc1cc(Cl)nc(NC(=O)NS(=O)(=O)C(C)S(=O)(=O)N2CCCC2)n1. The reactants are ClCCl, CC(S(=O)(=O)N=C=O)S(=O)(=O)N1CCCC1, COc1cc(Cl)nc(N)n1. Reaction SMILES: [Cl:27][CH2:28][Cl:29].[N:11]1([S:16](=[O:17])(=[O:18])[CH:19]([CH3:20])[S:21](=[O:22])(=[O:23])[N:24]=[C:25]=[O:26])[CH2:12][CH2:13][CH2:14][CH2:15]1.[NH2:1][c:2]1[n:3][c:4]([O:9][CH3:10])[cH:5][c:6]([Cl:8])[n:7]1>>[NH:1]([c:2]1[n:3][c:4]([O:9][CH3:10])[cH:5][c:6]([Cl:8])[n:7]1)[C:25]([NH:24][S:21]([CH:19]([S:16]([N:11]1[CH2:12][CH2:13][CH2:14][CH2:15]1)(=[O:17])=[O:18])[CH3:20])(=[O:22])=[O:23])=[O:26]. Reactants: C([O-])(O)=O.[Na+] (sodium bicarbonate), ClC1=NC=C(N=C1)C(F)(F)F (2-chloro-5-(trifluoromethyl)pyrazine), CCN(C(C)C)C(C)C (DIPEA), Cl.NC1(C(CCC1)NC(O[C@H]1[C@@H](CC[C@H](C1)C)C(C)C)=O)C ((1R,2S,5R)-5-methyl-2-(propan-2-yl)cyclohexyl N-(2-amino-2-methylcyclopentyl)carbamate hydrochloride), Cl.NC1(C(CCC1)NC(O[C@H]1[C@@H](CC[C@H](C1)C)C(C)C)=O)C ((1R,2S,5R)-5-methyl-2-(propan-2-yl)cyclohexyl N-(2-amino-2-methylcyclopentyl)carbamate hydrochloride). The solvent is C(C)(=O)OCC (ethyl acetate), CS(=O)C (DMSO). Product: C[C@]1([C@H](CCC1)NC(O[C@H]1[C@@H](CC[C@H](C1)C)C(C)C)=O)NC1=NC=C(N=C1)C(F)(F)F ((1R,2S,5R)-5-Methyl-2-(propan-2-yl)cyclohexyl N-[(1S,2S)-2-methyl-2-{[5-(trifluoromethyl)pyrazin-2-yl]amino}cyclopentyl]carbamate). RXN SMILES: Cl[C:2]1[CH:7]=[N:6][C:5]([C:8]([F:11])([F:10])[F:9])=[CH:4][N:3]=1.Cl.[NH2:13][C:14]1([CH3:33])[CH2:18][CH2:17][CH2:16][CH:15]1[NH:19][C:20](=[O:32])[O:21][C@@H:22]1[CH2:27][C@H:26]([CH3:28])[CH2:25][CH2:24][C@H:23]1[CH:29]([CH3:31])[CH3:30].CCN(C(C)C)C(C)C.C(=O)(O)[O-].[Na+]>CS(C)=O.C(OCC)(=O)C>[CH3:33][C@:14]1([NH:13][C:2]2[CH:7]=[N:6][C:5]([C:8]([F:11])([F:10])[F:9])=[CH:4][N:3]=2)[CH2:18][CH2:17][CH2:16][C@@H:15]1[NH:19][C:20](=[O:32])[O:21][C@@H:22]1[CH2:27][C@H:26]([CH3:28])[CH2:25][CH2:24][C@H:23]1[CH:29]([CH3:30])[CH3:31] |f:1.2,4.5|. Procedure: A solution of 2-chloro-5-(trifluoromethyl)pyrazine (CAS number 799557-87-2; 0.816 ml, 6.61 mmol), (1R,2S,5R)-5-methyl-2-(propan-2-yl)cyclohexyl N-(2-amino-2-methylcyclopentyl)carbamate hydrochloride (Intermediate 27; 2.00 g, 6.01 mmol) and DIPEA (3.15 ml, 18.02 mmol) in DMSO (10 mL) was subjected to microwave irradiation at 140° C. for 5 hours. The reaction was diluted with ethyl acetate (100 ml) and a saturated solution of sodium bicarbonate (50 m). The organics were washed with water (40 ml), ... As a reaction SMILES: [NH2:28][CH2:29][C:30](=[O:31])[N:32]([CH3:33])[CH3:34].[nH:1]1[n:2][cH:3][c:4]2[c:5](-[c:10]3[n:11][c:12]([N:22]4[CH2:23][CH2:24][O:25][CH2:26][CH2:27]4)[c:13]4[c:14]([n:15]3)[cH:16][c:17]([C:19](=[O:20])[OH:21])[s:18]4)[cH:6][cH:7][cH:8][c:9]12>>[nH:1]1[n:2][cH:3][c:4]2[c:5](-[c:10]3[n:11][c:12]([N:22]4[CH2:23][CH2:24][O:25][CH2:26][CH2:27]4)[c:13]4[c:14]([n:15]3)[cH:16][c:17]([C:19](=[O:20])[NH:28][CH2:29][C:30](=[O:31])[N:32]([CH3:33])[CH3:34])[s:18]4)[cH:6][cH:7][cH:8][c:9]12. The product is CN(C)C(=O)CNC(=O)c1cc2nc(-c3cccc4[nH]ncc34)nc(N3CCOCC3)c2s1. Starting materials: CN(C)C(=O)CN, O=C(O)c1cc2nc(-c3cccc4[nH]ncc34)nc(N3CCOCC3)c2s1. Starting materials: ClC=1C=CC(=C(C1)C1=C(C=C(C=C1)CO)C1=CCCC1(C)C)F ((5′-Chloro-2-(5,5-dimethyl-1-cyclopenten-1-yl)-2′-fluoro-1,1′-biphenyl-4-yl)methanol), CN(C)C=O (DMF), S(=O)(Cl)Cl (thionyl chloride). Run in C(Cl)Cl (DCM). Conditions: time 1 hour. The product is ClC=1C=CC(=C(C1)C1=C(C=C(C=C1)CCl)C1=CCCC1(C)C)F (5′-Chloro-4-(chloromethyl)-2-(5,5-dimethyl-1-cyclopenten-1-yl)-2′-fluoro-1,1′-biphenyl). Yield: 143.2%. RXN SMILES: [Cl:1][C:2]1[CH:3]=[CH:4][C:5]([F:23])=[C:6]([C:8]2[CH:13]=[CH:12][C:11]([CH2:14]O)=[CH:10][C:9]=2[C:16]2[C:20]([CH3:22])([CH3:21])[CH2:19][CH2:18][CH:17]=2)[CH:7]=1.CN(C=O)C.S(Cl)([Cl:31])=O>C(Cl)Cl>[Cl:1][C:2]1[CH:3]=[CH:4][C:5]([F:23])=[C:6]([C:8]2[CH:13]=[CH:12][C:11]([CH2:14][Cl:31])=[CH:10][C:9]=2[C:16]2[C:20]([CH3:22])([CH3:21])[CH2:19][CH2:18][CH:17]=2)[CH:7]=1. Reported procedure: To a stirred solution of 78.9B (0.048 g, 0.1 mmol) in DCM (2.00 mL) at 23° C. was added DMF (0.001 mL) followed by thionyl chloride (0.02 mL, 0.3 mmol). The reaction was stirred for one hour and then concentrated in vacuo. The product was purified on silica gel (0-10% EtOAc in hexanes) to yield 78.9C as a colorless oil (0.05 g, 99% yield). Starting materials: Cc1c(CCC(=O)O)c[nH]c1C=O, C1CCNCC1, CCO, NS(=O)(=O)c1ccc2c(c1)CC(=O)N2. The product is Cc1c(CCC(=O)O)c[nH]c1C=C1C(=O)Nc2ccc(S(N)(=O)=O)cc21. As a reaction SMILES: [C:1](=[O:2])([OH:3])[CH2:4][CH2:5][c:6]1[c:7]([CH3:13])[c:8]([CH:11]=[O:12])[nH:9][cH:10]1.[CH2:28]1[CH2:29][CH2:30][NH:31][CH2:32][CH2:33]1.[CH3:34][CH2:35][OH:36].[NH2:14][S:15](=[O:16])(=[O:17])[c:18]1[cH:19][c:20]2[c:24]([cH:25][cH:26]1)[NH:23][C:22](=[O:27])[CH2:21]2>>[C:1](=[O:2])([OH:3])[CH2:4][CH2:5][c:6]1[c:7]([CH3:13])[c:8]([CH:11]=[C:21]2[c:20]3[cH:19][c:18]([S:15]([NH2:14])(=[O:16])=[O:17])[cH:26][cH:25][c:24]3[NH:23][C:22]2=[O:27])[nH:9][cH:10]1. Starting materials: C(C)(C)(C)OC(=O)N1CCC(CC1)COS(=O)(=O)C (4-methanesulfonyloxymethyl-piperidine-1-carboxylic acid tert-butyl ester), FC1=C(C=CC(=C1)C=1CCN(CC1)S(=O)(=O)C)O (2-fluoro-4-(1-methanesulfonyl-1,2,3,6-tetrahydro-pyridin-4-yl)-phenol), ( M-55 ). Product: C(C)(C)(C)OC(=O)N1CCC(CC1)COC1=C(C=C(C=C1)C=1CCN(CC1)S(=O)(=O)C)F (4-[2-Fluoro-4-(1-methanesulfonyl-1,2,3,6-tetrahydro-pyridin-4-yl)-phenoxymethyl]-piperidine-1-carboxylic acid tert-butyl ester). As a reaction SMILES: [C:1]([O:5][C:6]([N:8]1[CH2:13][CH2:12][CH:11]([CH2:14][O:15]S(C)(=O)=O)[CH2:10][CH2:9]1)=[O:7])([CH3:4])([CH3:3])[CH3:2].[F:20][C:21]1[CH:26]=[C:25]([C:27]2[CH2:28][CH2:29][N:30]([S:33]([CH3:36])(=[O:35])=[O:34])[CH2:31][CH:32]=2)[CH:24]=[CH:23][C:22]=1O>>[C:1]([O:5][C:6]([N:8]1[CH2:9][CH2:10][CH:11]([CH2:14][O:15][C:22]2[CH:23]=[CH:24][C:25]([C:27]3[CH2:32][CH2:31][N:30]([S:33]([CH3:36])(=[O:35])=[O:34])[CH2:29][CH:28]=3)=[CH:26][C:21]=2[F:20])[CH2:12][CH2:13]1)=[O:7])([CH3:2])([CH3:3])[CH3:4]. Procedure details: Prepared essentially as Preparation 2 (step 2) using 4-methanesulfonyloxymethyl-piperidine-1-carboxylic acid tert-butyl ester and 2-fluoro-4-(1-methanesulfonyl-1,2,3,6-tetrahydro-pyridin-4-yl)-phenol as starting materials. MS (m/z) 414 (M−55). Starting materials: BrC1=CC=C2C=CN=C(C2=C1)Cl (7-bromo-1-chloroisoquinoline), C1=CC(=CC(=C1)Cl)C(=O)OO (mCPBA). Run in C(Cl)Cl (DCM), C(Cl)Cl (DCM). Reaction conditions: time 24 hour. Product: BrC1=CC=C2C=C[N+](=C(C2=C1)Cl)[O-] (7-bromo-1-chloroisoquinoline 2-oxide). The yield is 35.0%. As a reaction SMILES: [Br:1][C:2]1[CH:11]=[C:10]2[C:5]([CH:6]=[CH:7][N:8]=[C:9]2[Cl:12])=[CH:4][CH:3]=1.C1C=C(Cl)C=C(C(OO)=[O:21])C=1>C(Cl)Cl>[Br:1][C:2]1[CH:11]=[C:10]2[C:5]([CH:6]=[CH:7][N+:8]([O-:21])=[C:9]2[Cl:12])=[CH:4][CH:3]=1. Reported procedure: To a solution of 7-bromo-1-chloroisoquinoline (4.0 g, 15.8 mmol) in DCM (100 mL) at 0° C. was added mCPBA (˜77%, 7.46 g, 33.3 mmol). The reaction was allowed to stir at room temperature for 24 hours, diluted with DCM (100 mL) and washed with 1N NaOH and brine. The DCM extracts were dried over Na2SO4, filtered, concentrated and chromatographed on silica eluting with 5 to 15% acetone/DCM to give the title compound (1.43 g). LRMS (M+H)+=258.0.